This data is from the Open Reaction Database (ORD), a public repository of structured organic reaction records. The task is: describe an organic reaction: reactants, conditions, products, and yield Reactants: Cl (HCl), C(C)(C)(C)N(C(C(=O)N1C(C2=CC(=C(C=C2CC1)OC)OC(C)C)C(=O)OCC)=O)CCOCC#C (ethyl 2-(2-(tert-butyl(2-(prop-2-ynyloxy)ethyl)amino)-2-oxoacetyl)-7-isopropoxy-6-methoxy-1,2,3,4-tetrahydroisoquinoline-1-carboxylate), [OH-].[K+] (KOH). Solvent: O (water), O1CCOCC1 (dioxane), O (water). Reaction conditions: temperature 60 celsius, time 5 hour. The product is C(C)(C)(C)N(C(C(=O)N1C(C2=CC(=C(C=C2CC1)OC)OC(C)C)C(=O)O)=O)CCOCC#C (2-(2-(tert-butyl(2-(prop-2-ynyloxy)ethyl)amino)-2-oxoacetyl)-7-isopropoxy-6-methoxy-1,2,3,4-tetrahydroisoquinoline-1-carboxylic acid). Isolated yield 99.9%. Reaction SMILES: [C:1]([N:5]([CH2:31][CH2:32][O:33][CH2:34][C:35]#[CH:36])[C:6](=[O:30])[C:7]([N:9]1[CH2:18][CH2:17][C:16]2[C:11](=[CH:12][C:13]([O:21][CH:22]([CH3:24])[CH3:23])=[C:14]([O:19][CH3:20])[CH:15]=2)[CH:10]1[C:25]([O:27]CC)=[O:26])=[O:8])([CH3:4])([CH3:3])[CH3:2].[OH-].[K+].Cl>O1CCOCC1.O>[C:1]([N:5]([CH2:31][CH2:32][O:33][CH2:34][C:35]#[CH:36])[C:6](=[O:30])[C:7]([N:9]1[CH2:18][CH2:17][C:16]2[C:11](=[CH:12][C:13]([O:21][CH:22]([CH3:24])[CH3:23])=[C:14]([O:19][CH3:20])[CH:15]=2)[CH:10]1[C:25]([OH:27])=[O:26])=[O:8])([CH3:3])([CH3:2])[CH3:4] |f:1.2|. Procedure: A solution of 280 mg of 18a in 4 ml of dioxane was mixed with 140 mg of KOH in 0.8 ml of water and stirred at 60° C. for 5 hr. The reaction mixture was cooled, diluted with 10 ml of water and acidified with cold 0.5N HCl. The product was extracted with ethyl acetate. The extract was washed twice with water, dried and concentrated, to give 264 mg of 18b as a colorless foam. The reactants are B, CCOCC, CNC, COc1cc([N+](=O)[O-])ccc1OCC1CO1, ClCCl, O. The product is COc1cc([N+](=O)[O-])ccc1OCC(C)O. RXN SMILES: [BH3:25].[CH3:1][CH2:2][O:3][CH2:4][CH3:5].[CH3:22][NH:23][CH3:24].[CH3:6][O:7][c:8]1[c:9]([O:10][CH2:11][CH:12]2[O:13][CH2:14]2)[cH:15][cH:16][c:17]([N+:19](=[O:20])[O-:21])[cH:18]1.[Cl:27][CH2:28][Cl:29].[OH2:26]>>[CH3:6][O:7][c:8]1[c:9]([O:10][CH2:11][CH:12]([OH:13])[CH3:14])[cH:15][cH:16][c:17]([N+:19](=[O:20])[O-:21])[cH:18]1. The solvent is CCO (EtOH). Product: C(C)(C)OC=1C=C(CN)C=CC1 ((3-Isopropoxybenzyl)amine). RXN SMILES: [CH:1]([O:4][C:5]1[CH:6]=[C:7]([CH:10]=[CH:11][CH:12]=1)[C:8]#[N:9])([CH3:3])[CH3:2]>CCO.[Ni]>[CH:1]([O:4][C:5]1[CH:6]=[C:7]([CH:10]=[CH:11][CH:12]=1)[CH2:8][NH2:9])([CH3:3])[CH3:2]. Procedure: A 500 mL Parr bottle was flushed with argon, then 3-isopropoxybenzonitrile (32 g, 198 mmol) was added and diluted with 150 mL EtOH. The reaction was charged with ˜2 mL of an aq. slurry of Raney Nickel, then affixed to a Parr hydrogenation apparatus. The flask was evacuated and flushed with N2 three times before being charged with 40 psi H2. The flask was allowed to shake for 3 hr over which time the flask was recharged to 40 psi and consumption of gas ceased. HPLC/MS showed no starting material ... The reactants are C(C)(C)OC=1C=C(C#N)C=CC1 (3-isopropoxybenzonitrile). Reagents/catalysts: [Ni] (Raney Nickel). Reaction conditions: time 3 hour. Starting materials: BrC1=CC=C(C=C1)C(C\C(=N/O)\C1=CC=NC=C1)C1=CC=CC=C1 ((E)-3-(4-Bromo-phenyl)-3-phenyl-1-pyridin-4-yl-propan-1-one oxime), C(C)OC(=O)COC=1C=C(C=CC1)B1OC(C)(C)C(C)(C)O1 (3-(ethoxycarbonyl)methoxyphenylboronic acid pinacol ester). Yields the product C(C)OC(COC=1C=C(C=CC1)C1=CC=C(C=C1)C(C\C(\C1=CC=NC=C1)=N/O)C1=CC=CC=C1)=O ((4′-{3-[(E)-Hydroxyimino]-1-phenyl-3-pyridin-4-yl-propyl}-biphenyl-3-yloxy)-acetic acid ethyl ester). Reaction SMILES: Br[C:2]1[CH:7]=[CH:6][C:5]([CH:8]([C:19]2[CH:24]=[CH:23][CH:22]=[CH:21][CH:20]=2)[CH2:9]/[C:10](/[C:13]2[CH:18]=[CH:17][N:16]=[CH:15][CH:14]=2)=[N:11]\[OH:12])=[CH:4][CH:3]=1.[CH2:25]([O:27][C:28]([CH2:30][O:31][C:32]1[CH:33]=[C:34](B2OC(C)(C)C(C)(C)O2)[CH:35]=[CH:36][CH:37]=1)=[O:29])[CH3:26]>>[CH2:25]([O:27][C:28](=[O:29])[CH2:30][O:31][C:32]1[CH:37]=[C:36]([C:2]2[CH:7]=[CH:6][C:5]([CH:8]([C:19]3[CH:24]=[CH:23][CH:22]=[CH:21][CH:20]=3)[CH2:9]/[C:10](=[N:11]\[OH:12])/[C:13]3[CH:18]=[CH:17][N:16]=[CH:15][CH:14]=3)=[CH:4][CH:3]=2)[CH:35]=[CH:34][CH:33]=1)[CH3:26]. Reported procedure: In analogy to example 22, from (E)-3-(4-bromo-phenyl)-3-phenyl-1-pyridin-4-yl-propan-1-one oxime (example 5) and 3-(ethoxycarbonyl)methoxyphenylboronic acid pinacol ester was prepared the title compound as a colorless oil, MS (ESI+): m/z=481.3 ([M+H]+). Starting materials: [H-].[Al+3].[Li+].[H-].[H-].[H-] (lithium aluminum hydride), OC1CC(NC1C1C(C2C(OC(O2)(C)C)O1)O)=O (4-Hydroxy-5-(tetrahydro-6-hydroxy-2,2-dimethylfuro[2,3-d] -1,3-dioxol-5-yl)-2-pyrrolidinone). The solvent is O1CCCC1 (tetrahydrofuran). Run at temperature 5 celsius, time 20 minute. The product is OC1C(OC2OC(OC21)(C)C)C2NCCC2O (2-(Tetrahydro-6-hydroxy-2,2dimethylfuro[2,3-d]-l,3-dioxol-5-yl)-3-pyrrolidinol). Isolated yield 77.0%. Reaction SMILES: [H-].[Al+3].[Li+].[H-].[H-].[H-].[OH:7][CH:8]1[CH:12]([CH:13]2[O:22][CH:16]3[O:17][C:18]([CH3:21])([CH3:20])[O:19][CH:15]3[CH:14]2[OH:23])[NH:11][C:10](=O)[CH2:9]1>O1CCCC1>[OH:23][CH:14]1[CH:15]2[CH:16]([O:17][C:18]([CH3:21])([CH3:20])[O:19]2)[O:22][CH:13]1[CH:12]1[CH:8]([OH:7])[CH2:9][CH2:10][NH:11]1 |f:0.1.2.3.4.5|. Reported procedure: To a well-stirred, nitrogen-blanketed suspension of lithium aluminum hydride (2.3 g, 60.0 mmol) in anhydrous tetrahydrofuran (150 mL), lactam IV (3.0 g, 11.5 mmol) was added in portions during 3-5 min at 25° C. Caution: foaming and H2 evolution. This mixture was refluxed for 20 h then cooled to 0°-5° C. and the reaction quenched by the careful, sequential addition of water (2.5 mL), lN NaOH (2.5 mL) and water 7.5mL). This mixture was stirred at about 5° C. for 20 min then filtered through a pad ...